From a dataset of the Open Reaction Database (ORD), a public repository of structured organic reaction records. describe an organic reaction: reactants, conditions, products, and yield Reactants: BrC1=CC(=C(C=C1)NC=1C(=C(C=C(C1F)F)OC)N)F (N2-(4-bromo-2-fluoro-phenyl)-3,4-difluoro-6-methoxy-benzene-1,2-diamine), C(=O)(N1C=NC=C1)N1C=NC=C1 (1,1′-carbonyldiimidazole). Product: BrC1=CC(=C(C=C1)N1C(NC2=C1C(=C(C=C2OC)F)F)=O)F (1-(4-Bromo-2-fluoro-phenyl)-6,7-difluoro-4-methoxy-1,3-dihydro-benzoimidazol-2-one). Yield: 74.4%. As a reaction SMILES: [Br:1][C:2]1[CH:7]=[CH:6][C:5]([NH:8][C:9]2[C:10]([NH2:19])=[C:11]([O:17][CH3:18])[CH:12]=[C:13]([F:16])[C:14]=2[F:15])=[C:4]([F:20])[CH:3]=1.[C:21](N1C=CN=C1)(N1C=CN=C1)=[O:22]>>[Br:1][C:2]1[CH:7]=[CH:6][C:5]([N:8]2[C:9]3[C:14]([F:15])=[C:13]([F:16])[CH:12]=[C:11]([O:17][CH3:18])[C:10]=3[NH:19][C:21]2=[O:22])=[C:4]([F:20])[CH:3]=1. Procedure: Intermediate I-8a was prepared from N2-(4-bromo-2-fluoro-phenyl)-3,4-difluoro-6-methoxy-benzene-1,2-diamine (I-6a: 12.5 g, 0.036 mol) and 1,1′-carbonyldiimidazole (14.6 g, 0.0900 mol) using procedures analogous to the preparation of Intermediate (I-7a) above to afford 10 g of the product (74% yield). H1NMR (DMSO-d6, 300 MHz): δ 11.72 (s, 1H), 7.86 (dd, 1H), 7.68-7.58 (m, 2H), 7.02-6.92 (m, 1H), 3.88 (s, 3H). Reactants: solution, C(C)(CC)[Li] (s-butyllithium), BrC=1C=C(CC=2C=NC=CC2)C=C(C1)Br (3-(3,5-dibromobenzyl)pyridine), CN(C=O)C (N,N-dimethylformamide), C(C)(=O)O (acetic acid). The solvent is O (water), CCCCCC (hexane), CCOCC (ether). Reaction conditions: temperature -78 celsius, time 15 minute. Yields the product BrC=1C=C(C=O)C=C(C1)CC=1C=NC=CC1 (3-Bromo-5-(3-pyridylmethyl)benzaldehyde). Isolated yield 63.4%. As a reaction SMILES: C([Li])(CC)C.Br[C:7]1[CH:8]=[C:9]([CH:17]=[C:18]([Br:20])[CH:19]=1)[CH2:10][C:11]1[CH:12]=[N:13][CH:14]=[CH:15][CH:16]=1.CN(C)[CH:23]=[O:24].C(O)(=O)C>CCCCCC.CCOCC.O>[Br:20][C:18]1[CH:19]=[C:7]([CH:8]=[C:9]([CH2:10][C:11]2[CH:12]=[N:13][CH:14]=[CH:15][CH:16]=2)[CH:17]=1)[CH:23]=[O:24]. Procedure: A 1.3M solution of s-butyllithium in hexane (27.7 ml) was added dropwise to a stirred suspension of 3-(3,5-dibromobenzyl)pyridine (Preparation 3; 9.81 g) in dry ether (300 ml) at -78° C. under an atmosphere of dry nitrogen. The resulting mixture was stirred at -78° C. for 15 minutes and then N,N-dimethylformamide (6.60 g) was added dropwise. This mixture was stirred at -78° C. for a further 30 minutes, allowed to warm to -20° C. and the glacial acetic acid (12 ml) was added. After 10 minutes, wa... Reactants: FC1=C(C(=C(C2=C1N=CO2)NS(=O)(=O)C2CC2)NC2=C(C=C(C=C2)I)F)F (Cyclopropanesulfonic acid [4,5-difluoro-6-(2-fluoro-4-iodo-phenylamino)-benzooxazol-7-yl]-amide), BrC1=CC(=C(C=C1)N1C(N(C2=C1C(=C(C=1N=COC12)F)F)S(=O)(=O)C1CC1)=O)F (6-(4-bromo-2-fluoro-phenyl)-8-cyclopropanesulfonyl-4,5-difluoro-6,8-dihydro-imidazo[4′,5′:3,4]benzo[1,2-d]oxazol-7-one), [K] (potassium). Yields the product FC1=C(C(=C(C2=C1N=C(O2)C)NS(=O)(=O)C2CC2)NC2=C(C=C(C=C2)Br)F)F (Cyclopropanesulfonic acid [4,5-difluoro-6-(2-fluoro-4-bromo-phenylamino)-2-methyl-benzooxazol-7-yl]-amide), product. The yield is 17.8%. RXN SMILES: [Br:1][C:2]1[CH:7]=[CH:6][C:5]([N:8]2[C:12]3[C:13]([F:21])=[C:14]([F:20])[C:15]4[N:16]=[CH:17][O:18][C:19]=4[C:11]=3[N:10]([S:22]([CH:25]3[CH2:27][CH2:26]3)(=[O:24])=[O:23])C2=O)=[C:4]([F:29])[CH:3]=1.[K].F[C:32]1C2N=COC=2C(NS(C2CC2)(=O)=O)=C(NC2C=CC(I)=CC=2F)C=1F>>[F:20][C:14]1[C:15]2[N:16]=[C:17]([CH3:32])[O:18][C:19]=2[C:11]([NH:10][S:22]([CH:25]2[CH2:27][CH2:26]2)(=[O:23])=[O:24])=[C:12]([NH:8][C:5]2[CH:6]=[CH:7][C:2]([Br:1])=[CH:3][C:4]=2[F:29])[C:13]=1[F:21] |^1:29|. Procedure: Compound 1G was prepared from 6-(4-bromo-2-fluoro-phenyl)-8-cyclopropanesulfonyl-4,5-difluoro-6,8-dihydro-imidazo[4′,5′:3,4]benzo[1,2-d]oxazol-7-one (I-25a: 120 mg, 0.245 mmol) and potassium trimethylsilonolate (46 mg, 0.368 mmol) using procedures analogous to those described above for Compound 1A to afford 20 mg of the product (17.8% yield). H1NMR (DMSO-d6, 300 MHz): δ 9.75 (s, 1H), 8.90 (s, 1H), 7.80 (s, 1H), 7.52 (dd, 1H), 7.17 (d, 1H), 6.80-6.68 (m, 1H), 2.68-2.60 (m, 1H), 0.90-0.82 (m, 2H),... The reactants are Cl(=O)[O-].[Na+] (sodium chlorite), O.P(=O)(O)(O)[O-].[Na+] (sodium dihydrogen phosphate monohydrate), ClC=1N=C(NC1C=O)CC (4-chloro-2-ethyl-1H-imidazole-5-carbaldehyde), CC(C)=CC (2-methyl-2-butene), solution. Solvent: O (water), C1CCOC1 (THF), C1CCOC1 (THF), C(C)(C)(C)O (tert-butanol). Reaction conditions: time 6 hour. Yields the product ClC=1N=C(NC1C(=O)O)CC (4-chloro-2-ethyl-1H-imidazole-5-carboxylic acid). Isolated yield 85.1%. Reaction SMILES: Cl([O-])=O.[Na+].[OH2:5].P([O-])(O)(O)=O.[Na+].[Cl:12][C:13]1[N:14]=[C:15]([CH2:20][CH3:21])[NH:16][C:17]=1[CH:18]=[O:19].CC(=CC)C>O.C1COCC1.C(O)(C)(C)C>[Cl:12][C:13]1[N:14]=[C:15]([CH2:20][CH3:21])[NH:16][C:17]=1[C:18]([OH:5])=[O:19] |f:0.1,2.3.4|. Reported procedure: A solution of sodium chlorite (4.41 g, 48.8 mmol) and sodium dihydrogen phosphate monohydrate (3.9 g, 28.3 mmol) in water (11 mL) was added to a stirred solution of 4-chloro-2-ethyl-1H-imidazole-5-carbaldehyde (0.763 g, 4.81 mmol), 2-methyl-2-butene (30 mL of a 2M solution in THF, 60 mmol), and tert-butanol (3.7 mL) in THF (15 mL). The reaction mixture was stirred at RT for 6 h. The aqueous phase was separated and extracted with EtOAc (4×40 mL). The combined extracts were dried (Na2SO4), filtere... Starting materials: [N+](=O)([O-])C=1C=C(C=CC1)B(O)O (3-nitrophenylboronic acid), C([O-])([O-])=O.[Na+].[Na+] (sodium carbonate), Cl.N12CC(C(CC1)CC2)CC(=O)NC2=CC=C(C=C2)Br (2-(1-azabicyclo[2.2.2]oct-3-yl)-N-(4-bromophenyl)acetamide hydrochloride). The reagents and catalysts are C1=CC=C(C=C1)P([C-]2C=CC=C2)C3=CC=CC=C3.C1=CC=C(C=C1)P([C-]2C=CC=C2)C3=CC=CC=C3.Cl[Pd]Cl.[Fe+2] (1,1′-bis(diphenylphosphino)ferrocenepalladium(II) chloride). Run in CN(C)C=O (DMF). Conditions: temperature 80 celsius, time 14 hour. Reported procedure: 61.3 mg (0.37 mmol) of 3-nitrophenylboronic acid, 0.5 ml (1.0 mmol) of 2M aqueous sodium carbonate solution and 12.2 mg (0.02 mmol) of 1,1′-bis(diphenylphosphino)ferrocenepalladium(II) chloride are added to a solution of 120 mg (0.33 mmol) of 2-(1-azabicyclo[2.2.2]oct-3-yl)-N-(4-bromophenyl)acetamide hydrochloride in 2 ml of DMF. The reaction mixture is stirred at 80° C. for 14 h, cooled, filtered through kieselguhr and then purified by preparative HPLC. The product fractions are concentrated, t... RXN SMILES: [N+:1]([C:4]1[CH:5]=[C:6](B(O)O)[CH:7]=[CH:8][CH:9]=1)([O-:3])=[O:2].C(=O)([O-])[O-].[Na+].[Na+].[ClH:19].[N:20]12[CH2:27][CH2:26][CH:23]([CH2:24][CH2:25]1)[CH:22]([CH2:28][C:29]([NH:31][C:32]1[CH:37]=[CH:36][C:35](Br)=[CH:34][CH:33]=1)=[O:30])[CH2:21]2>CN(C=O)C.C1C=CC(P(C2C=CC=CC=2)[C-]2C=CC=C2)=CC=1.C1C=CC(P(C2C=CC=CC=2)[C-]2C=CC=C2)=CC=1.Cl[Pd]Cl.[Fe+2]>[ClH:19].[N:20]12[CH2:27][CH2:26][CH:23]([CH2:24][CH2:25]1)[CH:22]([CH2:28][C:29]([NH:31][C:32]1[CH:37]=[CH:36][C:35]([C:6]3[CH:7]=[CH:8][CH:9]=[C:4]([N+:1]([O-:3])=[O:2])[CH:5]=3)=[CH:34][CH:33]=1)=[O:30])[CH2:21]2 |f:1.2.3,4.5,7.8.9.10,11.12|. Product: Cl.N12CC(C(CC1)CC2)CC(=O)NC2=CC=C(C=C2)C2=CC(=CC=C2)[N+](=O)[O-] (2-(1-Azabicyclo[2.2.2]oct-3-yl)-N-(3′-nitro-1,1′-biphenyl-4-yl)acetamide hydrochloride). Reactants: Cc1ccc(S(=O)(=O)Cl)s1, CS(C)=O, COc1cccc2c1c(N)nn2Cc1cccc(C(N)=O)c1, c1ccncc1. Product: COc1cccc2c1c(NS(=O)(=O)c1ccc(C)s1)nn2Cc1cccc(C(N)=O)c1. RXN SMILES: [CH3:23][c:24]1[cH:25][cH:26][c:27]([S:29](=[O:30])(=[O:31])[Cl:32])[s:28]1.[CH3:33][S:34]([CH3:35])=[O:36].[NH2:1][c:2]1[n:3][n:4]([CH2:13][c:14]2[cH:15][c:16]([C:17](=[O:18])[NH2:19])[cH:20][cH:21][cH:22]2)[c:5]2[cH:6][cH:7][cH:8][c:9]([O:11][CH3:12])[c:10]12.[cH:37]1[cH:38][cH:39][n:40][cH:41][cH:42]1>>[NH:1]([c:2]1[n:3][n:4]([CH2:13][c:14]2[cH:15][c:16]([C:17](=[O:18])[NH2:19])[cH:20][cH:21][cH:22]2)[c:5]2[cH:6][cH:7][cH:8][c:9]([O:11][CH3:12])[c:10]12)[S:29]([c:27]1[cH:26][cH:25][c:24]([CH3:23])[s:28]1)(=[O:30])=[O:31]. Starting materials: CN(C)CC(=O)Nc1c(Cl)cc(CNC(=NC(=O)OC(C)(C)C)NC(=O)C2CCCN2c2ccc(C(F)(F)F)cc2)cc1Cl, O=C(O)C(F)(F)F. The product is CN(C)CC(=O)Nc1c(Cl)cc(CNC(N)=NC(=O)C2CCCN2c2ccc(C(F)(F)F)cc2)cc1Cl, O=C(O)C(F)(F)F. As a reaction SMILES: [Cl:1][c:2]1[cH:3][c:4]([CH2:5][NH:6][C:7](=[N:8][C:9](=[O:10])[O:11][C:12]([CH3:13])([CH3:14])[CH3:15])[NH:16][C:17](=[O:18])[CH:19]2[N:20]([c:24]3[cH:25][cH:26][c:27]([C:30]([F:31])([F:32])[F:33])[cH:28][cH:29]3)[CH2:21][CH2:22][CH2:23]2)[cH:34][c:35]([Cl:44])[c:36]1[NH:37][C:38]([CH2:39][N:40]([CH3:41])[CH3:42])=[O:43].[F:45][C:46]([C:47](=[O:48])[OH:49])([F:50])[F:51]>>[Cl:1][c:2]1[cH:3][c:4]([CH2:5][NH:6][C:7]([NH2:8])=[N:16][C:17](=[O:18])[CH:19]2[N:20]([c:24]3[cH:25][cH:26][c:27]([C:30]([F:31])([F:32])[F:33])[cH:28][cH:29]3)[CH2:21][CH2:22][CH2:23]2)[cH:34][c:35]([Cl:44])[c:36]1[NH:37][C:38]([CH2:39][N:40]([CH3:41])[CH3:42])=[O:43].[F:45][C:46]([C:47](=[O:48])[OH:49])([F:50])[F:51].